From a dataset of the Open Reaction Database (ORD), a public repository of structured organic reaction records. describe an organic reaction: reactants, conditions, products, and yield The reactants are Oc1cc2c(cc1Br)OCC2, COOC, CC(C)=O, CCOC(=O)Cl, [Li]CCCC, C1CCOC1. Yields the product COOC, CCOC(=O)c1cc2c(cc1O)CCO2. As a reaction SMILES: [Br:5][c:6]1[cH:7][c:8]2[c:9]([cH:13][c:14]1[OH:15])[CH2:10][CH2:11][O:12]2.[CH3:1][O:2][O:3][CH3:4].[CH3:21][C:22](=[O:23])[CH3:24].[Cl:25][C:26](=[O:27])[O:28][CH2:29][CH3:30].[Li:16][CH2:17][CH2:18][CH2:19][CH3:20].[O:31]1[CH2:32][CH2:33][CH2:34][CH2:35]1>>[CH3:1][O:2][O:3][CH3:4].[c:6]1([C:26](=[O:27])[O:28][CH2:29][CH3:30])[cH:7][c:8]2[c:9]([cH:13][c:14]1[OH:15])[CH2:10][CH2:11][O:12]2. The reactants are O=C([O-])O, CCOC(C)=O, ClCCl, CC(C)c1nc(C(=O)N2CCOC3(CCN(Cc4cc(CCO)ccc4F)CC3)C2)cs1, [Na+], [Na+], [Na+], O=C(O)C(F)(F)F, O=S([O-])([O-])=S. The product is CC(C)c1nc(C(=O)N2CCOC3(CCN(Cc4cc(CC=O)ccc4F)CC3)C2)cs1. RXN SMILES: [C:47](=[O:48])([OH:49])[O-:50].[CH3:55][CH2:56][O:57][C:58](=[O:59])[CH3:60].[Cl:52][CH2:53][Cl:54].[F:1][c:2]1[c:3]([CH2:4][N:5]2[CH2:6][CH2:7][C:8]3([CH2:9][N:10]([C:14](=[O:15])[c:16]4[n:17][c:18]([CH:21]([CH3:22])[CH3:23])[s:19][cH:20]4)[CH2:11][CH2:12][O:13]3)[CH2:24][CH2:25]2)[cH:26][c:27]([CH2:30][CH2:31][OH:32])[cH:28][cH:29]1.[Na+:45].[Na+:46].[Na+:51].[OH:33][C:34]([C:35]([F:36])([F:37])[F:38])=[O:39].[S:40]([O-:41])([O-:42])(=[O:43])=[S:44]>>[F:1][c:2]1[c:3]([CH2:4][N:5]2[CH2:6][CH2:7][C:8]3([CH2:9][N:10]([C:14](=[O:15])[c:16]4[n:17][c:18]([CH:21]([CH3:22])[CH3:23])[s:19][cH:20]4)[CH2:11][CH2:12][O:13]3)[CH2:24][CH2:25]2)[cH:26][c:27]([CH2:30][CH:31]=[O:32])[cH:28][cH:29]1.